From a dataset of the Open Reaction Database (ORD), a public repository of structured organic reaction records. describe an organic reaction: reactants, conditions, products, and yield The reactants are CC(C)C1COCc2nc3c(N)nc4ccc(OCc5ccccc5)cc4c3n21, CCO. Product: CC(C)C1COCc2nc3c(N)nc4ccc(O)cc4c3n21. As a reaction SMILES: [CH2:1]([c:2]1[cH:3][cH:4][cH:5][cH:6][cH:7]1)[O:8][c:9]1[cH:10][c:11]2[c:12]3[c:13]([c:14]([NH2:19])[n:15][c:16]2[cH:17][cH:18]1)[n:20][c:21]1[n:22]3[CH:23]([CH:27]([CH3:28])[CH3:29])[CH2:24][O:25][CH2:26]1.[CH3:30][CH2:31][OH:32]>>[OH:8][c:9]1[cH:10][c:11]2[c:12]3[c:13]([c:14]([NH2:19])[n:15][c:16]2[cH:17][cH:18]1)[n:20][c:21]1[n:22]3[CH:23]([CH:27]([CH3:28])[CH3:29])[CH2:24][O:25][CH2:26]1. The reactants are [BH4-], CC(C)(C)CCCN, CO, NC(=O)c1cnc(Oc2ccc(C=O)cc2F)cn1, [Na+]. Product: CC(C)(C)CCCNCc1ccc(Oc2cnc(C(N)=O)cn2)c(F)c1. Reaction SMILES: [BH4-:28].[CH3:20][C:21]([CH2:22][CH2:23][CH2:24][NH2:25])([CH3:26])[CH3:27].[CH3:30][OH:31].[F:1][c:2]1[c:3]([O:4][c:5]2[n:6][cH:7][c:8]([C:11](=[O:12])[NH2:13])[n:9][cH:10]2)[cH:14][cH:15][c:16]([CH:18]=[O:19])[cH:17]1.[Na+:29]>>[F:1][c:2]1[c:3]([O:4][c:5]2[n:6][cH:7][c:8]([C:11](=[O:12])[NH2:13])[n:9][cH:10]2)[cH:14][cH:15][c:16]([CH2:18][NH:25][CH2:24][CH2:23][CH2:22][C:21]([CH3:20])([CH3:26])[CH3:27])[cH:17]1. The solvent is O (water). Yields the product C1(=CC=CC=C1)C1=CC=C(CN2C3=CC=CC=C3C=3C=C(C=CC23)C=O)C=C1 (9-(4-phenylbenzyl)-9H-carbazole-3-carboxaldehyde). Procedure: Under a atmosphere of nitrogen at 0° C. phosphorous oxychloride (3.0 ml, 33 mmol) was added dropwise to N,N'-dimethylformamide (1.2 ml, 15.8 mmol). After the addition was complete, the mixture was stirred at 0° C. for 1 h and heated to 45° C. At 45° C. the above carbazole (5.00 g, 15 mmol) was added during 15 minutes. The solid reaction mixture was then heated at 95° C. for 16 h. To the cooled reaction mixture water (125 ml) was added and the mixture was stirred vigorously at room temperature fo... Reaction conditions: temperature 0 celsius, time 1 hour. Reactants: P(=O)(Cl)(Cl)Cl (phosphorous oxychloride), CN(C)C=O (N,N'-dimethylformamide), C1(=CC=C(C=C1)CN1C2=CC=CC=C2C=2C=CC=CC12)C1=CC=CC=C1 (9-(biphenyl-4-ylmethyl)-9H-carbazole). As a reaction SMILES: P(Cl)(Cl)(Cl)=O.CN([CH:9]=[O:10])C.[C:11]1([C:31]2[CH:36]=[CH:35][CH:34]=[CH:33][CH:32]=2)[CH:16]=[CH:15][C:14]([CH2:17][N:18]2[C:30]3[CH:29]=[CH:28][CH:27]=[CH:26][C:25]=3[C:24]3[C:19]2=[CH:20][CH:21]=[CH:22][CH:23]=3)=[CH:13][CH:12]=1>O>[C:31]1([C:11]2[CH:16]=[CH:15][C:14]([CH2:17][N:18]3[C:19]4[CH:20]=[CH:21][C:22]([CH:9]=[O:10])=[CH:23][C:24]=4[C:25]4[C:30]3=[CH:29][CH:28]=[CH:27][CH:26]=4)=[CH:13][CH:12]=2)[CH:32]=[CH:33][CH:34]=[CH:35][CH:36]=1. Starting materials: NC1=NC=C(C=C1OCC1=C(C=CC=C1C)C)C (2-amino-3-(2,6-dimethylbenzyloxy)-5-methylpyridine), ClC(C(=O)OCC)C(=O)C (ethyl 2-chloroacetoacetate), ClC(C(=O)OCC)C(=O)C (ethyl 2-chloroacetoacetate). Run in C(C)O (ethanol). Yields the product C(=O)(OCC)C1=C(N=C2N1C=C(C=C2OCC2=C(C=CC=C2C)C)C)C (3-carboethoxy-2,6-dimethyl-8-(2,6-dimethylbenzyloxy)imidazo[1,2-a]pyridine). The yield is 46.7%. RXN SMILES: [NH2:1][C:2]1[C:7]([O:8][CH2:9][C:10]2[C:15]([CH3:16])=[CH:14][CH:13]=[CH:12][C:11]=2[CH3:17])=[CH:6][C:5]([CH3:18])=[CH:4][N:3]=1.Cl[CH:20]([C:26]([CH3:28])=O)[C:21]([O:23][CH2:24][CH3:25])=[O:22]>C(O)C>[C:21]([C:20]1[N:3]2[CH:4]=[C:5]([CH3:18])[CH:6]=[C:7]([O:8][CH2:9][C:10]3[C:15]([CH3:16])=[CH:14][CH:13]=[CH:12][C:11]=3[CH3:17])[C:2]2=[N:1][C:26]=1[CH3:28])([O:23][CH2:24][CH3:25])=[O:22]. Reported procedure: A mixture of 2-amino-3-(2,6-dimethylbenzyloxy)-5-methylpyridine (1.0 g, 4.13 mmol) and ethyl 2-chloroacetoacetate (0.79 g, 4.55 mmol) in 20 ml abs. ethanol was refluxed for 19 h. More ethyl 2-chloroacetoacetate (0.25 g) was added. The reaction mixture was refluxed for additional 23 h. The solvent was evaporated in vacuo and the residue was dissolved in methylene chloride and washed with aqueous NaHCO3. The organic layer was dried and evaporated under reduced pressure. The crude product was purif... Starting materials: C1(CCCC1)S (Cyclopentanethiol), ClC1=C(C(=O)NC2CCCCC2)C=CC(=N1)Cl (2,6-dichloro-N-cyclohexylnicotinamide), C([O-])([O-])=O.[Na+].[Na+] (sodium carbonate). Solvent: CN(C)C=O (DMF). Reaction conditions: temperature 60 celsius, time 3 hour. Product: ClC1=NC(=C(C(=O)NC2CCCCC2)C=C1)SC1CCCC1 (6-chloro-N-cyclohexyl-2-(cyclopentylthio)nicotinamide). Yield: 55.6%. As a reaction SMILES: [CH:1]1([SH:6])[CH2:5][CH2:4][CH2:3][CH2:2]1.Cl[C:8]1[N:22]=[C:21]([Cl:23])[CH:20]=[CH:19][C:9]=1[C:10]([NH:12][CH:13]1[CH2:18][CH2:17][CH2:16][CH2:15][CH2:14]1)=[O:11].C(=O)([O-])[O-].[Na+].[Na+]>CN(C=O)C>[Cl:23][C:21]1[CH:20]=[CH:19][C:9]([C:10]([NH:12][CH:13]2[CH2:18][CH2:17][CH2:16][CH2:15][CH2:14]2)=[O:11])=[C:8]([S:6][CH:1]2[CH2:5][CH2:4][CH2:3][CH2:2]2)[N:22]=1 |f:2.3.4|. Procedure: Cyclopentanethiol (7.84 mL, 73.22 mmol) was added in one portion to 2,6-dichloro-N-cyclohexylnicotinamide (20 g, 73.22 mmol) and sodium carbonate (23.28 g, 219.65 mmol) in DMF (150 mL). The resulting suspension was stirred at 60° C. for 3 hours. The mixture was cooled, evaporated, DCM (250 mL) was added and the mixture was washed with water (3×100 mL) and brine (50 mL), dried (MgSO4), filtered and evaporated to a sticky pale yellow solid. This was triturated with 4:1 hexane:ethyl acetate, filter...